describe an organic reaction: reactants, conditions, products, and yield From a dataset of the Open Reaction Database (ORD), a public repository of structured organic reaction records. Reactants: C[Si](C#CC1=CC=C(C=C1)C1CCC(CC1)C1CCC(CC1)CCC)(C)C (trimethyl-[4-(4′-propylbicyclohexyl-4-yl)phenylethynyl]silane), C(=O)([O-])[O-].[K+].[K+] (K2CO3), O (water). Run in CO (methanol), CC(C)(C)OC (MTBE), Cl (hydrochloric acid). Yields the product C(#C)C1=CC=C(C=C1)C1CCC(CC1)C1CCC(CC1)CCC (4′-(4-Ethynylphenyl)-4-propylbicyclohexyl). Reaction SMILES: C[Si](C)(C)[C:3]#[C:4][C:5]1[CH:10]=[CH:9][C:8]([CH:11]2[CH2:16][CH2:15][CH:14]([CH:17]3[CH2:22][CH2:21][CH:20]([CH2:23][CH2:24][CH3:25])[CH2:19][CH2:18]3)[CH2:13][CH2:12]2)=[CH:7][CH:6]=1.C([O-])([O-])=O.[K+].[K+].O>CO.CC(OC)(C)C.Cl>[C:4]([C:5]1[CH:6]=[CH:7][C:8]([CH:11]2[CH2:16][CH2:15][CH:14]([CH:17]3[CH2:22][CH2:21][CH:20]([CH2:23][CH2:24][CH3:25])[CH2:19][CH2:18]3)[CH2:13][CH2:12]2)=[CH:9][CH:10]=1)#[CH:3] |f:1.2.3|. Reported procedure: 20.0 g (52.5 mmol) of trimethyl-[4-(4′-propylbicyclohexyl-4-yl)phenylethynyl]silane are stirred for 48 h together with 8.71 g (63.0 mmol) of K2CO3 and 1.5 ml of water in 250 ml of methanol. The mixture is diluted with MTBE and neutralised using dil. hydrochloric acid. The aqueous phase is extracted with MTBE, and the combined organic phases are washed with water and sat. sodium chloride solution. The solution is dried using sodium sulfate and concentrated to completion. The crude product is recr... Reactants: O (water), II (iodine), S(=O)(=O)(Cl)Cl (sulfuryl chloride), CC1(CCC2=CC=C(C=C12)O)C (3,3-dimethyl-5-hydroxy-indane). Solvent: C(C)(=O)O (acetic acid). Reaction conditions: temperature 50 celsius. Yields the product ClC1=C(C=C2C(CCC2=C1)(C)C)O (6-chloro-3,3-dimethyl-5-hydroxy-indane). Isolated yield 55.0%. As a reaction SMILES: [CH3:1][C:2]1([CH3:12])[C:10]2[C:5](=[CH:6][CH:7]=[C:8]([OH:11])[CH:9]=2)[CH2:4][CH2:3]1.II.S(Cl)([Cl:18])(=O)=O.O>C(O)(=O)C>[Cl:18][C:7]1[CH:6]=[C:5]2[C:10]([C:2]([CH3:12])([CH3:1])[CH2:3][CH2:4]2)=[CH:9][C:8]=1[OH:11]. Procedure: 81 g of 3,3-dimethyl-5-hydroxy-indane were dissolved in 162 g of glacial acetic acid. After adding a few grains of iodine, 68 g of sulfuryl chloride were added dropwise over the course of about 1 hour at 40°-45° C. The mixture was then warmed to 50° C for 2 hours. The reaction solution was poured into about 1.5 liters of water. The oil which separated out was taken up in chloroform and separated off. The aqueous phase was repeatedly extracted with chloroform. The combined organic phases were was... The reactants are C(OC(C)OC(C(C)C)=O)(SC)=O (O-(1-Isobutanoyloxyethyl) S-Methyl Thiocarbonate), ClC1=CC(=CC=C1)C(=O)OO (m-Chloroperbenzoic acid), C(C(C)C)(=O)OC(C)OC(=O)OC1C(=O)NC(C1)=O ([(1-Isobutanoyloxyethoxy)carbonyloxy]Succinimide), ON1C(CCC1=O)=O (N-hydroxysuccinimide). The solvent is C(Cl)Cl (CH2Cl2), CCOCC (ether). Run at time 16 hour. The product is C(C(C)C)(=O)OC(C)OC(=O)OC1C(=O)NC(C1)=O ([(1-Isobutanoyloxyethoxy)carbonyloxy]Succinimide), ClC=1C=C(C(=O)O)C=CC1 (m-chlorobenzoic acid). Reaction SMILES: [C:1]([O:6][CH:7]([O:9][C:10]([O:12][CH:13]1[CH2:18][C:17](=[O:19])[NH:16][C:14]1=[O:15])=[O:11])[CH3:8])(=[O:5])[CH:2]([CH3:4])[CH3:3].ON1C(=O)CCC1=O.C(=O)(SC)OC(OC(=O)C(C)C)C.[Cl:41][C:42]1[CH:47]=[CH:46][CH:45]=[C:44]([C:48]([O:50]O)=[O:49])[CH:43]=1>C(Cl)Cl.CCOCC>[C:1]([O:6][CH:7]([O:9][C:10]([O:12][CH:13]1[CH2:18][C:17](=[O:19])[NH:16][C:14]1=[O:15])=[O:11])[CH3:8])(=[O:5])[CH:2]([CH3:4])[CH3:3].[Cl:41][C:42]1[CH:43]=[C:44]([CH:45]=[CH:46][CH:47]=1)[C:48]([OH:50])=[O:49]. Procedure: In an alternative synthesis of (10), N-hydroxysuccinimide (558 mg, 4.8 mmol) was added to a solution of compound (6) (500 mg, 2.4 mmol) in CH2Cl2 (10 mL) and the reaction mixture cooled to 0° C. m-Chloroperbenzoic acid (1.62 g, 7.2 mmol, commercial grade: 77% in water) was added over a period of 10 min and the mixture allowed to stir at room temperature for 16 h. The reaction mixture was diluted with ether (50 mL) and washed with water (2×10 mL), saturated sodium bicarbonate solution (10 mL) and... Starting materials: N1=C(N)N=C(N)N=C1N (melamine), N1C(=O)NC(=O)NC1=O (isocyanuric acid), polycarbonate, O1CCCC1 (tetrahydrofuran). Solvent: O (water). Reaction conditions: time 1 hour. Yields the product C1(=NC(=NC(=N1)N)N)N.C1(=O)NC(=O)NC(=O)N1 (melamine-cyanuric acid adduct). RXN SMILES: [N:1]1[C:8]([NH2:9])=[N:7][C:5]([NH2:6])=[N:4][C:2]=1[NH2:3].[NH:10]1[C:17](=[O:18])[NH:16][C:14](=[O:15])[NH:13][C:11]1=[O:12].O1CCCC1>O>[C:2]1([NH2:3])[N:4]=[C:5]([NH2:6])[N:7]=[C:8]([NH2:9])[N:1]=1.[C:11]1([NH:13][C:14](=[O:15])[NH:16][C:17](=[O:18])[NH:10]1)=[O:12] |f:4.5|. Reported procedure: An amount 98.2 g of melamine, 100.6 g of isocyanuric acid (molar ratio 1:1) and 28.5 g of a polycarbonate were charged into a four-necked flask equipped with a condenser and a stirrer, further a solvent mixture comprising 2000 g of tetrahydrofuran and 222 g of water was added and then heating was initiated under stirring. After the temperature in the system reached 62° C. in about one hour, the mixture was aged at the same temperature for one hour and 20 minutes to complete the reaction. Subsequ... Starting materials: CC=1C=CC(=C(C1)C1=CC=CC(=N1)N1N=CC(=C1C(F)(F)F)C(=O)OCC)OS(=O)(=O)C(F)(F)F (Ethyl 1-[6-(5-methyl-2-{[(trifluoromethyl)sulfonyl]oxy}phenyl)pyridin-2-yl]-5-(trifluoromethyl)-1H-pyrazole-4-carboxylate), COC1=CC=C(C=C1)CS (4-methoxy α-toluenethiol), CCN(C(C)C)C(C)C (DIEA), CC1(C2=C(C(=CC=C2)P(C3=CC=CC=C3)C4=CC=CC=C4)OC5=C(C=CC=C51)P(C6=CC=CC=C6)C7=CC=CC=C7)C (Xantphos). Reagents/catalysts: C=1C=CC(=CC1)/C=C/C(=O)/C=C/C2=CC=CC=C2.C=1C=CC(=CC1)/C=C/C(=O)/C=C/C2=CC=CC=C2.C=1C=CC(=CC1)/C=C/C(=O)/C=C/C2=CC=CC=C2.[Pd].[Pd] (tris(dibenzylideneacetone)dipalladium). Run in O1CCOCC1 (1,4-dioxane), CCCCCC (hexane). Reaction conditions: temperature 90 celsius, time 15 hour. Product: COC1=CC=C(CSC2=C(C=C(C=C2)C)C2=CC=CC(=N2)N2N=CC(=C2C(F)(F)F)C(=O)OCC)C=C1 (Ethyl 1-(6-{2-[(4-methoxybenzyl)thio]-5-methylphenyl}pyridin-2-yl)-5-(trifluoromethyl)-1H-pyrazole-4-carboxylate). As a reaction SMILES: [CH3:1][C:2]1[CH:3]=[CH:4][C:5](OS(C(F)(F)F)(=O)=O)=[C:6]([C:8]2[N:13]=[C:12]([N:14]3[C:18]([C:19]([F:22])([F:21])[F:20])=[C:17]([C:23]([O:25][CH2:26][CH3:27])=[O:24])[CH:16]=[N:15]3)[CH:11]=[CH:10][CH:9]=2)[CH:7]=1.[CH3:36][O:37][C:38]1[CH:43]=[CH:42][C:41]([CH2:44][SH:45])=[CH:40][CH:39]=1.CCN(C(C)C)C(C)C.CC1(C)C2C(=C(P(C3C=CC=CC=3)C3C=CC=CC=3)C=CC=2)OC2C(P(C3C=CC=CC=3)C3C=CC=CC=3)=CC=CC1=2>O1CCOCC1.CCCCCC.C1C=CC(/C=C/C(/C=C/C2C=CC=CC=2)=O)=CC=1.C1C=CC(/C=C/C(/C=C/C2C=CC=CC=2)=O)=CC=1.C1C=CC(/C=C/C(/C=C/C2C=CC=CC=2)=O)=CC=1.[Pd].[Pd]>[CH3:36][O:37][C:38]1[CH:43]=[CH:42][C:41]([CH2:44][S:45][C:5]2[CH:4]=[CH:3][C:2]([CH3:1])=[CH:7][C:6]=2[C:8]2[N:13]=[C:12]([N:14]3[C:18]([C:19]([F:22])([F:21])[F:20])=[C:17]([C:23]([O:25][CH2:26][CH3:27])=[O:24])[CH:16]=[N:15]3)[CH:11]=[CH:10][CH:9]=2)=[CH:40][CH:39]=1 |f:6.7.8.9.10|. Reported procedure: To a solution of title compound from Example 243 Step A (2.74 g, 5.23 mmol), 4-methoxy α-toluenethiol (0.88 mL, 6.28 mmol) in 1,4-dioxane (75 mL) were added DIEA (1.83 mL, 10.5 mmol), Xantphos (0.61 g, 1.05 mmol) and tris(dibenzylideneacetone)dipalladium (0) (0.48 g, 0.52 mmol), and the reaction mixture was heated at 90° C. After 15 h, the reaction mixture was allowed to cool to ambient temperature, then was diluted with hexane. The resulting yellow solid was removed by filtration, and the colle... Starting materials: COC1=CC=CC(=C1C(=O)NOC)N, CC1=NN(C(=C1)NC2=NC=C(C(=C2)I)C(F)(F)F)C. Reagents/catalysts: C(=O)([O-])[O-].[Cs+].[Cs+], C1=CC=C(C=C1)P(C2=CC=CC=C2)C3=C(C4=CC=CC=C4C=C3)C5=C(C=CC6=CC=CC=C65)P(C7=CC=CC=C7)C8=CC=CC=C8, CC(=O)O.CC(=O)O.[Pd]. The solvent is C1COCCO1. Run at temperature 90 celsius. Product: CC1=NN(C(=C1)NC2=NC=C(C(=C2)NC3=C(C(=CC=C3)OC)C(=O)NOC)C(F)(F)F)C. The yield is 0.0%. Reported procedure: N-(1,3-dimethyl-1H-pyrazol-5-yl)-4-iodo-5-(trifluoromethyl)pyridin-2-amine (50 mg, 0.13 mmol), 2-amino-N,6-dimethoxybenzamide (43.6 mg, 0.22 mmol), diacetoxypalladium (1.469 mg, 6.54 µmol), 2,2'-bis(diphenylphosphino)-1,1'-binaphthyl (8.15 mg, 0.01 mmol) and cesium carbonate (85 mg, 0.26 mmol) were suspended in 1,4-dioxane (436 µl) and sealed into a microwave tube. The reaction was degased, purged with nitrogen and heated to 90 °C overnight => _slow reaction, a few expected product formed, no de... Reactants: ClCOC(COCc1ccccc1)COCc1ccccc1, CC(=O)[O-], CN(C)C=O, [Na+]. The product is CC(=O)OCOC(COCc1ccccc1)COCc1ccccc1. RXN SMILES: [CH2:1]([c:2]1[cH:3][cH:4][cH:5][cH:6][cH:7]1)[O:8][CH2:9][CH:10]([O:11][CH2:12][Cl:13])[CH2:14][O:15][CH2:16][c:17]1[cH:18][cH:19][cH:20][cH:21][cH:22]1.[CH3:24][C:25]([O-:26])=[O:27].[CH3:28][N:29]([CH3:30])[CH:31]=[O:32].[Na+:23]>>[CH2:1]([c:2]1[cH:3][cH:4][cH:5][cH:6][cH:7]1)[O:8][CH2:9][CH:10]([O:11][CH2:12][O:27][C:25]([CH3:24])=[O:26])[CH2:14][O:15][CH2:16][c:17]1[cH:18][cH:19][cH:20][cH:21][cH:22]1. Starting materials: C(N)(=O)CCSC(SCCC(=O)O)C1=CC(=CC=C1)OCC1=NC2=CC(=CC=C2C=C1)Cl (8-CARBAMYL-5-(3-(7-CHLOROQUINOLIN-2-YLMETHOXY)PHENYL)-4,6-DITHIAOCTANOIC ACID), N1=CC=CC=C1 (pyridine), FC(C(=O)OC(C(F)(F)F)=O)(F)F (trifluoroacetic anhydride), Cl (HCl). The solvent is C1CCOC1 (THF). Reaction conditions: temperature 0 celsius, time 1 hour. The product is ClC1=CC=C2C=CC(=NC2=C1)COC=1C=C(C=CC1)C(SCCC(=O)O)SCCC#N (5-(3-(7-chloroquinolin-2-ylmethoxy)phenyl)-8-cyano-4,6-dithiaoctanoic acid). Yield: 84.3%. As a reaction SMILES: [C:1]([CH2:4][CH2:5][S:6][CH:7]([C:14]1[CH:19]=[CH:18][CH:17]=[C:16]([O:20][CH2:21][C:22]2[CH:31]=[CH:30][C:29]3[C:24](=[CH:25][C:26]([Cl:32])=[CH:27][CH:28]=3)[N:23]=2)[CH:15]=1)[S:8][CH2:9][CH2:10][C:11]([OH:13])=[O:12])(=O)[NH2:2].N1C=CC=CC=1.FC(F)(F)C(OC(=O)C(F)(F)F)=O.Cl>C1COCC1>[Cl:32][C:26]1[CH:25]=[C:24]2[C:29]([CH:30]=[CH:31][C:22]([CH2:21][O:20][C:16]3[CH:15]=[C:14]([CH:7]([S:6][CH2:5][CH2:4][C:1]#[N:2])[S:8][CH2:9][CH2:10][C:11]([OH:13])=[O:12])[CH:19]=[CH:18][CH:17]=3)=[N:23]2)=[CH:28][CH:27]=1. Reported procedure: To the amide acid (Example 17) (2.788 g, 3.63 mmoles) in THF (40 mL) at -23° C., pyridine (2.2 mL, 7.5 equiv.) and trifluoroacetic anhydride (1.1 mL, 2.2 equiv.) were added. After one hour of stirring at 0° C., 10% HCl was added, the mixture was extracted with EtOAc, dried over sodium sulfate and evaporated. Flash chromatography on silica with EtOAc:toluene:AcOH 30:70:1 afforded 1.447 g of the title compound. Starting materials: ClC1=CC=CC(=N1)C1C(N(C(O1)=O)C(=O)OC(C)(C)C)CC1=CC=C(C=C1)C(F)(F)F (1,1-dimethylethyl(4RS,5RS)-5-(6-chloro-2-pyridyl)-2-oxo-4-((4-(trifluoromethyl)phenyl)methyl)-1,3-oxazolidine-3-carboxylate), CO.[OH-].[Na+] (sodium hydroxide methanol), O (water). The solvent is CO (methanol). Reaction conditions: time 1 hour. Product: ClC1=CC=CC(=N1)C(C(CC1=CC=C(C=C1)C(F)(F)F)NC(OC(C)(C)C)=O)O (1,1-dimethylethyl(1RS,2RS)-2-(6-chloro-2-pyridyl)-2-hydroxy-1-((4-(trifluoromethyl)phenyl)methyl)ethylcarbamate). Yield: 87.4%. As a reaction SMILES: [Cl:1][C:2]1[N:7]=[C:6]([CH:8]2[O:12]C(=O)[N:10]([C:14]([O:16][C:17]([CH3:20])([CH3:19])[CH3:18])=[O:15])[CH:9]2[CH2:21][C:22]2[CH:27]=[CH:26][C:25]([C:28]([F:31])([F:30])[F:29])=[CH:24][CH:23]=2)[CH:5]=[CH:4][CH:3]=1.CO.[OH-].[Na+].O>CO>[Cl:1][C:2]1[N:7]=[C:6]([CH:8]([OH:12])[CH:9]([NH:10][C:14](=[O:15])[O:16][C:17]([CH3:18])([CH3:20])[CH3:19])[CH2:21][C:22]2[CH:27]=[CH:26][C:25]([C:28]([F:31])([F:29])[F:30])=[CH:24][CH:23]=2)[CH:5]=[CH:4][CH:3]=1 |f:1.2.3|. Procedure details: To 1,1-dimethylethyl(4RS,5RS)-5-(6-chloro-2-pyridyl)-2-oxo-4-((4-(trifluoromethyl)phenyl)methyl)-1,3-oxazolidine-3-carboxylate (677 mg, 1.46 mmol) in methanol (3.5 ml) was added 0.5N sodium hydroxide methanol solution (3.5 ml, 1.75 mmol) under ice-cooling, and the mixture was stirred at room temperature for 1 hr. To the reaction solution was added water (50 ml), and the mixture was extracted with ethyl acetate (50 ml×2). The extract was washed with saturated brine, dried over anhydrous magnesium...